Dataset: the Open Reaction Database (ORD), a public repository of structured organic reaction records. Task: describe an organic reaction: reactants, conditions, products, and yield Reactants: Cc1cc(C=O)n2c1C1(CCN(C(=O)C(F)(F)F)CC1)Oc1ccccc1-2, CC(=O)[O-], CC(=O)OC(C)=O, CCO, Cl, NO, [Na+], [Na+], O=C([O-])O, O. Yields the product Cc1cc(C#N)n2c1C1(CCN(C(=O)C(F)(F)F)CC1)Oc1ccccc1-2. Reaction SMILES: [CH3:1][c:2]1[cH:3][c:4]([CH:26]=[O:27])[n:5]2[c:6]1[C:7]1([CH2:8][CH2:9][N:10]([C:13]([C:14]([F:15])([F:16])[F:17])=[O:18])[CH2:11][CH2:12]1)[O:19][c:20]1[c:21]-2[cH:22][cH:23][cH:24][cH:25]1.[CH3:32][C:33](=[O:34])[O-:35].[CH3:36][C:37]([O:38][C:39]([CH3:40])=[O:41])=[O:42].[CH3:48][CH2:49][OH:50].[ClH:28].[NH2:29][OH:30].[Na+:31].[Na+:47].[O-:43][C:44]([OH:45])=[O:46].[OH2:51]>>[CH3:1][c:2]1[cH:3][c:4]([C:26]#[N:29])[n:5]2[c:6]1[C:7]1([CH2:8][CH2:9][N:10]([C:13]([C:14]([F:15])([F:16])[F:17])=[O:18])[CH2:11][CH2:12]1)[O:19][c:20]1[c:21]-2[cH:22][cH:23][cH:24][cH:25]1. RXN SMILES: [C:1]([NH:20][C:21]1[S:22][CH:23]=[C:24]([C:26](=[N:30][O:31][CH2:32][C:33]([NH2:35])=[S:34])[C:27]([OH:29])=O)[N:25]=1)([C:14]1[CH:19]=[CH:18][CH:17]=[CH:16][CH:15]=1)([C:8]1[CH:13]=[CH:12][CH:11]=[CH:10][CH:9]=1)[C:2]1[CH:7]=[CH:6][CH:5]=[CH:4][CH:3]=1.N1C=CC=CC=1.[CH3:42][C:43]([O:45][CH2:46][C:47]1[CH2:56][S:55][C@@H:50]2[C@H:51]([NH2:54])[C:52](=[O:53])[N:49]2[C:48]=1[C:57]([OH:59])=[O:58])=[O:44]>C(Cl)Cl>[C:43]([O:45][CH2:46][C:47]1[CH2:56][S:55][C@@H:50]2[CH:51]([NH:54][C:27](=[O:29])[C:26]([C:24]3[N:25]=[C:21]([NH:20][C:1]([C:2]4[CH:3]=[CH:4][CH:5]=[CH:6][CH:7]=4)([C:14]4[CH:15]=[CH:16][CH:17]=[CH:18][CH:19]=4)[C:8]4[CH:13]=[CH:12][CH:11]=[CH:10][CH:9]=4)[S:22][CH:23]=3)=[N:30][O:31][CH2:32][C:33]([NH2:35])=[S:34])[C:52](=[O:53])[N:49]2[C:48]=1[C:57]([OH:59])=[O:58])(=[O:44])[CH3:42]. Procedure: A solution of 0.5 g of dicyclohexyldicarbodiimide in 5 ml of methylene chloride was added to a solution of 1.01 g of the product of Step A, 2 ml of pyridine and 0.656 g of 7-amino-cephalosporanic acid and the mixture was stirred at room temperature to effect precipitation and was vacuum filtered. The product was rinsed with methylene chloride and dried to remove about 0.5 g of dicyclohexylurea. The filtrate was poured into 25 ml of hydrochloric acid and the mixture was stirred for 5 minutes. The... Run in C(Cl)Cl (methylene chloride). The product is C(C)(=O)OCC=1CS[C@H]2N(C1C(=O)O)C(C2NC(C(=NOCC(=S)N)C=2N=C(SC2)NC(C2=CC=CC=C2)(C2=CC=CC=C2)C2=CC=CC=C2)=O)=O (3-acetoxymethyl-7-[2-(2-tritylamino-4-thiazolyl)-2-(2-amino-2-thioxoethoxyimino)-acetamido]-ceph-3-eme-4-carboxylic acid). The reactants are dicyclohexyldicarbodiimide, C(C1=CC=CC=C1)(C1=CC=CC=C1)(C1=CC=CC=C1)NC=1SC=C(N1)C(C(=O)O)=NOCC(=S)N (2-(2-tritylamino-4-thiazolyl)-2-(2-amino-2-thioxoethoxyimino)-acetic acid), N1=CC=CC=C1 (pyridine), CC(=O)OCC1=C(N2[C@@H]([C@@H](C2=O)N)SC1)C(=O)O (7-amino-cephalosporanic acid). The reactants are [Cu]C#N (copper (I) cyanide), FC1=CC=C(C=C1)CN1C=NC=2C1=CC=1C(NC(=NC1C2)C2=C(C=C(C=C2)Br)OCCC)=O (1-(4-Fluorophenylmethyl)-6-(4-bromo-2-propoxyphenyl)-1H-imidazo[4,5-g]quinazolin-8(7H)-one), N (ammonia). Solvent: CN1C(CCC1)=O (N-methyl-2-pyrrolidinone). The product is FC1=CC=C(C=C1)CN1C=NC=2C1=CC=1C(NC(=NC1C2)C2=C(C=C(C=C2)C#N)OCCC)=O (1-(4-Fluorophenylmethyl)-6-(4-cyano-2-propoxyphenyl)-1H-imidazo[4,5-g]quinazolin-8(7H)-one). The yield is 91.0%. As a reaction SMILES: [F:1][C:2]1[CH:7]=[CH:6][C:5]([CH2:8][N:9]2[C:13]3=[CH:14][C:15]4[C:16](=[O:33])[NH:17][C:18]([C:22]5[CH:27]=[CH:26][C:25](Br)=[CH:24][C:23]=5[O:29][CH2:30][CH2:31][CH3:32])=[N:19][C:20]=4[CH:21]=[C:12]3[N:11]=[CH:10]2)=[CH:4][CH:3]=1.[Cu][C:35]#[N:36].N>CN1CCCC1=O>[F:1][C:2]1[CH:7]=[CH:6][C:5]([CH2:8][N:9]2[C:13]3=[CH:14][C:15]4[C:16](=[O:33])[NH:17][C:18]([C:22]5[CH:27]=[CH:26][C:25]([C:35]#[N:36])=[CH:24][C:23]=5[O:29][CH2:30][CH2:31][CH3:32])=[N:19][C:20]=4[CH:21]=[C:12]3[N:11]=[CH:10]2)=[CH:4][CH:3]=1. Reported procedure: 1-(4-Fluorophenylmethyl)-6-(4-bromo-2-propoxyphenyl)-1H-imidazo[4,5-g]quinazolin-8(7H)-one (507 mg, 1 mmol) was dissolved in 6 mL N-methyl-2-pyrrolidinone containing copper (I) cyanide (178 mg, 2 mmol). The reaction was heated to reflux overnight, then cooled to room temperature and poured into 100 mL of 2N aqueous ammonia solution. The solid that precipitated was collected by filtration and washed first with 2N aqueous ammonia, then water and dried in a vacuum oven at 45° C. overnight to afford... Reactants: ClCCCCBr, O=C(c1ccccc1)n1c(=O)[nH]cc(I)c1=O, [K+], [K+], O=C([O-])[O-], CN(C)C=O, O. Reaction SMILES: [Br:24][CH2:25][CH2:26][CH2:27][CH2:28][Cl:29].[C:1]([c:2]1[cH:3][cH:4][cH:5][cH:6][cH:7]1)(=[O:8])[n:9]1[c:10](=[O:17])[nH:11][cH:12][c:13]([I:16])[c:14]1=[O:15].[K+:18].[K+:19].[O-:20][C:21]([O-:22])=[O:23].[O:31]=[CH:32][N:33]([CH3:34])[CH3:35].[OH2:30]>>[C:1]([c:2]1[cH:3][cH:4][cH:5][cH:6][cH:7]1)(=[O:8])[n:9]1[c:10](=[O:17])[n:11]([CH2:25][CH2:26][CH2:27][CH2:28][Cl:29])[cH:12][c:13]([I:16])[c:14]1=[O:15]. Yields the product O=C(c1ccccc1)n1c(=O)c(I)cn(CCCCCl)c1=O. Reactants: O=[N+]([O-])c1cccnc1Cl, CNc1ccc(Cl)cc1, Cl. The product is CN(c1ccc(Cl)cc1)c1ncccc1[N+](=O)[O-]. As a reaction SMILES: [Cl:10][c:11]1[n:12][cH:13][cH:14][cH:15][c:16]1[N+:17](=[O:18])[O-:19].[Cl:1][c:2]1[cH:3][cH:4][c:5]([NH:6][CH3:7])[cH:8][cH:9]1.[ClH:20]>>[Cl:1][c:2]1[cH:3][cH:4][c:5]([N:6]([CH3:7])[c:11]2[n:12][cH:13][cH:14][cH:15][c:16]2[N+:17](=[O:18])[O-:19])[cH:8][cH:9]1. Reactants: CC(C)(C)OC(=O)N1CCCC(Nc2nccc(-c3c(-c4cccc(C#N)c4)nc4sccn34)n2)C1, CCOC(C)=O, Cl. The product is N#Cc1cccc(-c2nc3sccn3c2-c2ccnc(NC3CCCNC3)n2)c1, Cl. RXN SMILES: [C:1](#[N:2])[c:3]1[cH:4][c:5](-[c:9]2[n:10][c:11]3[s:12][cH:13][cH:14][n:15]3[c:16]2-[c:17]2[n:18][c:19]([NH:23][CH:24]3[CH2:25][N:26]([C:30]([O:31][C:32]([CH3:33])([CH3:34])[CH3:35])=[O:36])[CH2:27][CH2:28][CH2:29]3)[n:20][cH:21][cH:22]2)[cH:6][cH:7][cH:8]1.[CH3:38][CH2:39][O:40][C:41](=[O:42])[CH3:43].[ClH:37]>>[C:1](#[N:2])[c:3]1[cH:4][c:5](-[c:9]2[n:10][c:11]3[s:12][cH:13][cH:14][n:15]3[c:16]2-[c:17]2[n:18][c:19]([NH:23][CH:24]3[CH2:25][NH:26][CH2:27][CH2:28][CH2:29]3)[n:20][cH:21][cH:22]2)[cH:6][cH:7][cH:8]1.[ClH:37].